This data is from the Open Reaction Database (ORD), a public repository of structured organic reaction records. The task is: describe an organic reaction: reactants, conditions, products, and yield The reactants are BrC=1C=C(C=C2C(=NC(=NC12)Cl)O)[N+](=O)[O-] (8-bromo-2-chloro-6-nitroquinazolin-4-ol), ClC=1C=C(N)C=CC1Cl (3,4-dichloroaniline). Run in CN1C(CCC1)=O (1-methyl-2-pyrrolidinone). The product is ClC=1C=C(C=CC1Cl)NC1=NC2=C(C=C(C=C2C(=N1)O)[N+](=O)[O-])Br (2-((3,4-Dichlorophenyl)amino)-8-bromo-6-nitroquinazolin-4-ol). The yield is 100.0%. As a reaction SMILES: [Br:1][C:2]1[CH:3]=[C:4]([N+:14]([O-:16])=[O:15])[CH:5]=[C:6]2[C:11]=1[N:10]=[C:9](Cl)[N:8]=[C:7]2[OH:13].[Cl:17][C:18]1[CH:19]=[C:20]([CH:22]=[CH:23][C:24]=1[Cl:25])[NH2:21]>CN1CCCC1=O>[Cl:17][C:18]1[CH:19]=[C:20]([NH:21][C:9]2[N:8]=[C:7]([OH:13])[C:6]3[C:11](=[C:2]([Br:1])[CH:3]=[C:4]([N+:14]([O-:16])=[O:15])[CH:5]=3)[N:10]=2)[CH:22]=[CH:23][C:24]=1[Cl:25]. Reported procedure: A solution of 8-bromo-2-chloro-6-nitroquinazolin-4-ol (2.96 g) and 3,4-dichloroaniline (4.72 g) in 1-methyl-2-pyrrolidinone (70 mL) was heated at 140° C. for 3 h. The mixture was cooled to room temperature and poured onto ice/water (600 mL). The precipitate which formed was filtered, washed with water (50 mL), diethyl ether (150 mL) and dried in vacuo to afford the title compound (4.18 g). 1H NMR (300 MHz, DMSO-d6) δ11.62 (s, 1H), 9.64 (s, 1H), 8.72-8.65 (m, 3H), 7.61 (s, 1H), 7.60 (5, 1H); HPLC... The reactants are C=CCOc1c(C)cnc2c1CCCC2O, ClC(Cl)Cl, [Na+], [OH-], BrP(Br)Br. The product is C=CCOc1c(C)cnc2c1CCCC2Br. RXN SMILES: [CH2:1]([CH:2]=[CH2:3])[O:4][c:5]1[c:6]([CH3:16])[cH:7][n:8][c:9]2[c:14]1[CH2:13][CH2:12][CH2:11][CH:10]2[OH:15].[CH:23]([Cl:24])([Cl:25])[Cl:26].[Na+:22].[OH-:21].[P:17]([Br:18])([Br:19])[Br:20]>>[CH2:1]([CH:2]=[CH2:3])[O:4][c:5]1[c:6]([CH3:16])[cH:7][n:8][c:9]2[c:14]1[CH2:13][CH2:12][CH2:11][CH:10]2[Br:18]. Starting materials: NC1=NC(=CC(=N1)OC(F)F)C (2-amino-4-difluoromethoxy-6-methyl-pyrimidine), C1(=CC=CC=C1)OC(=O)Cl (chloroformic acid-phenyl ester). The reagents and catalysts are CN(C1=CC=NC=C1)C (4-dimethylamino-pyridine). Run in O1CCCC1 (tetrahydrofuran), C(C)(=O)OCC (ethyl acetate). Reaction conditions: time 24 hour. The product is O(C1=CC=CC=C1)C(=O)NC1=NC(=CC(=N1)OC(F)F)C (2-phenoxycarbonylamino-4-difluoromethoxy-6-methyl-pyrimidine). Isolated yield 54.4%. Reaction SMILES: [NH2:1][C:2]1[N:7]=[C:6]([O:8][CH:9]([F:11])[F:10])[CH:5]=[C:4]([CH3:12])[N:3]=1.[C:13]1([O:19][C:20](Cl)=[O:21])[CH:18]=[CH:17][CH:16]=[CH:15][CH:14]=1>O1CCCC1.CN(C)C1C=CN=CC=1.C(OCC)(=O)C>[O:19]([C:20]([NH:1][C:2]1[N:7]=[C:6]([O:8][CH:9]([F:11])[F:10])[CH:5]=[C:4]([CH3:12])[N:3]=1)=[O:21])[C:13]1[CH:18]=[CH:17][CH:16]=[CH:15][CH:14]=1. Procedure: To a solution of 9.0 g of 2-amino-4-difluoromethoxy-6-methyl-pyrimidine in 30 ml of absolute tetrahydrofuran are added successively 3.9 g of chloroformic acid-phenyl ester and 0.05 g of 4-dimethylamino-pyridine. After the solution has been stirred at 20° to 25° C. for 24 hours, the reaction mixture is diluted with 250 ml of ethyl acetate, and the occurring precipitate is separated. There are thus obtained 3.1 g of 2-amino-4-difluoromethoxy-6-methyl-pyrimidine hydrochloride, m.p. 204° to 205° C. ... Starting materials: C=CC(O)(c1ccccc1)c1ccc(Br)cc1, c1ccccc1. Yields the product CCC(O)(c1ccccc1)c1ccc(Br)cc1. Reaction SMILES: [Br:1][c:2]1[cH:3][cH:4][c:5]([C:6]([c:7]2[cH:8][cH:9][cH:10][cH:11][cH:12]2)([OH:13])[CH:14]=[CH2:15])[cH:16][cH:17]1.[cH:18]1[cH:19][cH:20][cH:21][cH:22][cH:23]1>>[Br:1][c:2]1[cH:3][cH:4][c:5]([C:6]([c:7]2[cH:8][cH:9][cH:10][cH:11][cH:12]2)([OH:13])[CH2:14][CH3:15])[cH:16][cH:17]1.